This data is from the Open Reaction Database (ORD), a public repository of structured organic reaction records. The task is: describe an organic reaction: reactants, conditions, products, and yield The reactants are [H-].[Na+] (Sodium hydride), COC([C@H](CCCC1=CC=CC=C1)[C@@H](C(=O)N1CCOCC1)O)=O ((R)-2-((S)-1-Hydroxy-2-morpholin-4-yl-2-oxo-ethyl)-5-phenyl-pentanoic acid methyl ester), CI (methyl iodide). The solvent is CN(C=O)C (dimethylformamide), O (water). Reaction conditions: time 2 hour. Yields the product COC([C@H](CCCC1=CC=CC=C1)C(C(=O)N1CCOCC1)OC)=O ((R)-2-(1-Methoxy-2-morpholin-4-yl-2-oxo-ethyl)-5-phenyl-pentanoic acid methyl ester), solid. Reaction SMILES: [H-].[Na+].[CH3:3][O:4][C:5](=[O:26])[C@@H:6]([C@H:16]([OH:25])[C:17]([N:19]1[CH2:24][CH2:23][O:22][CH2:21][CH2:20]1)=[O:18])[CH2:7][CH2:8][CH2:9][C:10]1[CH:15]=[CH:14][CH:13]=[CH:12][CH:11]=1.[CH3:27]I>CN(C)C=O.O>[CH3:3][O:4][C:5](=[O:26])[C@@H:6]([CH:16]([O:25][CH3:27])[C:17]([N:19]1[CH2:24][CH2:23][O:22][CH2:21][CH2:20]1)=[O:18])[CH2:7][CH2:8][CH2:9][C:10]1[CH:15]=[CH:14][CH:13]=[CH:12][CH:11]=1 |f:0.1|. Reported procedure: Sodium hydride (60% in mineral oil, 114 mg, 2.86 mmol) was added to a solution of (R)-2-((S)-1-Hydroxy-2-morpholin-4-yl-2-oxo-ethyl)-5-phenyl-pentanoic acid methyl ester (800 mg, 2.38 mmol) in dry dimethylformamide followed by addition of methyl iodide (0.74 ml, 11.9 mmol) and the reaction mixture was stirred for two hours at rt. The reaction was diluted with water and extracted with Ethyl acetate. The organic extracts were washed with water and brine, dried over MgSO4 and concentrated under red... Reactants: [Cl-], O=C(Cl)C(=O)Cl, ClCCl, [H-], [H-], O=C(O)c1ccc([N+](=O)[O-])cc1[N+](=O)[O-], [Na+], CN(C)C=O, Oc1ccccc1. Product: O=C(O)c1ccc(Oc2ccccc2)cc1[N+](=O)[O-]. Reaction SMILES: [Cl-:32].[Cl:16][C:17]([C:18]([Cl:19])=[O:20])=[O:21].[Cl:33][CH2:34][Cl:35].[H-:29].[H-:31].[N+:1](=[O:2])([O-:3])[c:4]1[c:5]([C:6](=[O:7])[OH:8])[cH:9][cH:10][c:11]([N+:13]([O-:14])=[O:15])[cH:12]1.[Na+:30].[O:36]=[CH:37][N:38]([CH3:39])[CH3:40].[OH:22][c:23]1[cH:24][cH:25][cH:26][cH:27][cH:28]1>>[N+:1](=[O:2])([O-:3])[c:4]1[c:5]([C:6](=[O:7])[OH:8])[cH:9][cH:10][c:11]([O:22][c:23]2[cH:24][cH:25][cH:26][cH:27][cH:28]2)[cH:12]1. The reactants are OCCn1nnc(C2CC3(c4ccccc4)C(OCc4cc(C(F)(F)F)cc(C(F)(F)F)c4)CCC2N3Cc2ccccc2)n1, [H-], CI, [Na+]. RXN SMILES: [CH2:3]([c:4]1[cH:5][cH:6][cH:7][cH:8][cH:9]1)[N:10]1[C:11]2([c:42]3[cH:43][cH:44][cH:45][cH:46][cH:47]3)[CH:12]([O:26][CH2:27][c:28]3[cH:29][c:30]([C:38]([F:39])([F:40])[F:41])[cH:31][c:32]([C:34]([F:35])([F:36])[F:37])[cH:33]3)[CH2:13][CH2:14][CH:15]1[CH:16]([c:18]1[n:19][n:20][n:21]([CH2:23][CH2:24][OH:25])[n:22]1)[CH2:17]2.[H-:48].[I:1][CH3:2].[Na+:49]>>[CH3:2][O:25][CH2:24][CH2:23][n:21]1[n:20][n:19][c:18]([CH:16]2[CH:15]3[N:10]([CH2:3][c:4]4[cH:5][cH:6][cH:7][cH:8][cH:9]4)[C:11]([c:42]4[cH:43][cH:44][cH:45][cH:46][cH:47]4)([CH:12]([O:26][CH2:27][c:28]4[cH:29][c:30]([C:38]([F:39])([F:40])[F:41])[cH:31][c:32]([C:34]([F:35])([F:36])[F:37])[cH:33]4)[CH2:13][CH2:14]3)[CH2:17]2)[n:22]1. The product is COCCn1nnc(C2CC3(c4ccccc4)C(OCc4cc(C(F)(F)F)cc(C(F)(F)F)c4)CCC2N3Cc2ccccc2)n1. Reactants: [N+](=O)([O-])C1=CC=C(C=C1)OC(\C=C\C=C(C1=C(C=CC=C1)OC)C1=C(C=CC=C1)OC)=O ((E)-5,5-bis(2-methoxyphenyl)-2,4-pentadienoic acid 4-nitrophenyl ester), N1=CC(=CC=C1)CCCCN (3-pyridinebutanamine). The solvent is O1CCCC1 (tetrahydrofuran). Yields the product COC1=C(C=CC=C1)C(=C/C=C/C(=O)NCCCCC=1C=NC=CC1)C1=C(C=CC=C1)OC ((E)-5,5-bis(2-methoxyphenyl)-N-[4-(3-pyridinyl)butyl]-2,4-pentadienamide). Isolated yield 83.6%. RXN SMILES: [N+](C1C=CC([O:10][C:11](=O)/[CH:12]=[CH:13]/[CH:14]=[C:15]([C:24]2[CH:29]=[CH:28][CH:27]=[CH:26][C:25]=2[O:30][CH3:31])[C:16]2[CH:21]=[CH:20][CH:19]=[CH:18][C:17]=2[O:22][CH3:23])=CC=1)([O-])=O.[N:33]1[CH:38]=[CH:37][CH:36]=[C:35]([CH2:39][CH2:40][CH2:41][CH2:42][NH2:43])[CH:34]=1>O1CCCC1>[CH3:31][O:30][C:25]1[CH:26]=[CH:27][CH:28]=[CH:29][C:24]=1[C:15]([C:16]1[CH:21]=[CH:20][CH:19]=[CH:18][C:17]=1[O:22][CH3:23])=[CH:14]/[CH:13]=[CH:12]/[C:11]([NH:43][CH2:42][CH2:41][CH2:40][CH2:39][C:35]1[CH:34]=[N:33][CH:38]=[CH:37][CH:36]=1)=[O:10]. Procedure: As before in Example 134, a solution of (E)-5,5-bis(2-methoxyphenyl)-2,4-pentadienoic acid 4-nitrophenyl ester (2.1 g)and 3-pyridinebutanamine (0.9 g) in tetrahydrofuran (20 mL) was stirred overnight at room temperature and then worked up in the normal manner. The crude was purified by HPLC (ethyl acetate) and then crystallized from ether to yield 1.8 g of (E)-5,5-bis(2-methoxyphenyl)-N-[4-(3-pyridinyl)butyl]-2,4-pentadienamide, mp 103.5°-104.5° C. The reactants are FC(C(=O)O)(F)F (trifluoroacetic acid), ClCCl (dichloromethane), C(C)(C)(C)OC(=O)N[C@H](CN1C[C@@H](N(CC1)C(C1=C(C(=CC=C1)C)C)=O)CCCC)CSC(C1=CC=CC=C1)(C1=CC=CC=C1)C1=CC=CC=C1 (4-[2(R)-tert-butoxycarbonylamino-3-triphenylmethylthiopropyl]-2-(S)n-butyl-1-(2,3-dimethylbenzoyl)piperazine), C(C)[SiH](CC)CC (triethylsilane). Product: Cl.Cl.N[C@H](CN1C[C@@H](N(CC1)C(C1=C(C(=CC=C1)C)C)=O)CCCC)CS (4-[2(R)-Amino-3-mercaptopropyl]-2(S)-n-butyl-1-(2,3-dimethylbenzoyl)piperazine dihydrochloride), powder. RXN SMILES: C(OC([NH:8][C@@H:9]([CH2:31][S:32]C(C1C=CC=CC=1)(C1C=CC=CC=1)C1C=CC=CC=1)[CH2:10][N:11]1[CH2:16][CH2:15][N:14]([C:17](=[O:26])[C:18]2[CH:23]=[CH:22][CH:21]=[C:20]([CH3:24])[C:19]=2[CH3:25])[C@@H:13]([CH2:27][CH2:28][CH2:29][CH3:30])[CH2:12]1)=O)(C)(C)C.C([SiH](CC)CC)C.FC(F)(F)C(O)=O.[Cl:66]CCl>>[ClH:66].[ClH:66].[NH2:8][C@@H:9]([CH2:31][SH:32])[CH2:10][N:11]1[CH2:16][CH2:15][N:14]([C:17](=[O:26])[C:18]2[CH:23]=[CH:22][CH:21]=[C:20]([CH3:24])[C:19]=2[CH3:25])[C@@H:13]([CH2:27][CH2:28][CH2:29][CH3:30])[CH2:12]1 |f:4.5.6|. Reported procedure: The title compound was prepared according to the procedure described in Example 1, Step E except using 4-[2(R)-tert-butoxycarbonylamino-3-triphenylmethylthiopropyl]-2-(S)n-butyl-1-(2,3-dimethylbenzoyl)piperazine (1.28 g, 1.81 mmol), triethylsilane (1.16 mL, 7.24 mmol), and trifluoroacetic acid (8 mL) in dichloromethane (16 mL). The crude product was purified by preparative HPLC (gradient: 100% Solvent A to 50% Solvent A/50% Solvent B). After ion exchange and lyophilization, the title compound wa... The reactants are COC(CCCN1C[C@@H](CC1)OC1=CC=C(C=C1)CC1=CC=CC=C1)=O (4-[(R)-3-(4-Benzyl-phenoxy)-pyrrolidin-1-yl]-butyric acid methyl ester), N (ammonia). Run in CO (methanol). Conditions: temperature 100 celsius. Product: C(C1=CC=CC=C1)C1=CC=C(O[C@H]2CN(CC2)CCCC(=O)N)C=C1 (4-[(R)-3-(4-Benzyl-phenoxy)-pyrrolidin-1-yl]-butyramide). Isolated yield 75.0%. RXN SMILES: C[O:2][C:3](=O)[CH2:4][CH2:5][CH2:6][N:7]1[CH2:11][CH2:10][C@@H:9]([O:12][C:13]2[CH:18]=[CH:17][C:16]([CH2:19][C:20]3[CH:25]=[CH:24][CH:23]=[CH:22][CH:21]=3)=[CH:15][CH:14]=2)[CH2:8]1.[NH3:27]>CO>[CH2:19]([C:16]1[CH:17]=[CH:18][C:13]([O:12][C@@H:9]2[CH2:10][CH2:11][N:7]([CH2:6][CH2:5][CH2:4][C:3]([NH2:27])=[O:2])[CH2:8]2)=[CH:14][CH:15]=1)[C:20]1[CH:25]=[CH:24][CH:23]=[CH:22][CH:21]=1. Procedure details: 4-[(R)-3-(4-Benzyl-phenoxy)-pyrrolidin-1-yl]-butyric acid methyl ester (200 mg, 0.566 mmol) was taken into 7N ammonia in methanol solution (5 mL) in a pressure tube. The reaction was sealed and heated at 100° C. for 48 h. The mixture was then cooled to room temperature and concentrated to dryness. The resulting residue was then purified by silica gel flash chromatography (20:1 silica ratio, eluted with a gradient of 10% methanol in dichloromethane to 15% methanol in dichloromethane) to obtain th... The reactants are COc2ccc1ccccc1c2c3ccccc3 (substrate), Cc1ccc([Mg]Br)cc1 (effective_coupling_partner). Reagents/catalysts: C1-CDC. Conditions: temperature 60 celsius, time 4 hour. Yields the product Cc4ccc(c2ccc1ccccc1c2c3ccccc3)cc4. Reactants: C(#N)C1=CC=C(CN)C=C1 (p-cyanobenzylamine), [Mn](=O)(=O)(=O)[O-].[K+] (potassium permanganate), S(O)(O)(=O)=O (sulfuric acid). Run in O (water). Run at time 20 minute. Product: C(#N)C1=CC=C(C=O)C=C1 (p-cyanobenzaldehyde). Yield: 26.0%. RXN SMILES: [C:1]([C:3]1[CH:10]=[CH:9][C:6]([CH2:7]N)=[CH:5][CH:4]=1)#[N:2].[Mn]([O-])(=O)(=O)=[O:12].[K+].S(=O)(=O)(O)O>O>[C:1]([C:3]1[CH:10]=[CH:9][C:6]([CH:7]=[O:12])=[CH:5][CH:4]=1)#[N:2] |f:1.2|. Reported procedure: 13.2 g of p-cyanobenzylamine was added dropwise to 200 ml of water and 15.8 g of potassium permanganate with vigorous stirring at room temperature over 20 minutes. The mixture was adjusted to pH 1 by sulfuric acid and stirred at room temperature for 5 hours. The p-cyanobenzaldehyde obtained had a yield of 26% (on a basis of cyanobenzylamine compound, hereafter the same) determined by the analysis of high performance liquid chromatography.